Dataset: the Open Reaction Database (ORD), a public repository of structured organic reaction records. Task: describe an organic reaction: reactants, conditions, products, and yield Reactants: Ice water, C(CCCCCCCCCCCCCCCCC)OC=1SC=CC1 (2-octadecyloxythiophene), C(C)(=O)OC(C)=O (acetic anhydride), B(F)(F)F.CCOCC (boron trifluoride etherate). Run at temperature 100 celsius, time 1 hour. Yields the product C(C)(=O)C=1SC(=CC1)OCCCCCCCCCCCCCCCCCC (2-acetyl-5-octadecyloxythiophene). RXN SMILES: [CH2:1]([O:19][C:20]1[S:21][CH:22]=[CH:23][CH:24]=1)[CH2:2][CH2:3][CH2:4][CH2:5][CH2:6][CH2:7][CH2:8][CH2:9][CH2:10][CH2:11][CH2:12][CH2:13][CH2:14][CH2:15][CH2:16][CH2:17][CH3:18].[C:25](OC(=O)C)(=[O:27])[CH3:26].B(F)(F)F.CCOCC>>[C:25]([C:22]1[S:21][C:20]([O:19][CH2:1][CH2:2][CH2:3][CH2:4][CH2:5][CH2:6][CH2:7][CH2:8][CH2:9][CH2:10][CH2:11][CH2:12][CH2:13][CH2:14][CH2:15][CH2:16][CH2:17][CH3:18])=[CH:24][CH:23]=1)(=[O:27])[CH3:26] |f:2.3|. Reported procedure: When in Example 2, 1-bromooctadecane is substituted for 1-bromohexadecane, 2-octadecyloxythiophene is obtained. A mixture of 35.3 g (0.1 mole) of 2-octadecyloxythiophene and 12.3 g (0.12 mole) of acetic anhydride is cooled in an ice bath. While rapidly stirring this mixture, 1.4 g of boron trifluoride etherate is added, and the mixture is heated to 100° C with stirring for 1 hour after which it is cooled to room temperature. Ice water is added, and the mixture is extracted with chloroform. The c... Reactants: ClC(=C(Cl)Cl)N=C=O (trichlorovinyl isocyanate), OC1=NSC(=N1)OCC (3-hydroxy-5-ethoxy-1,2,4-thiadiazole). The solvent is C1=CC=CC=C1 (benzene). Conditions: temperature 20 celsius, time 16 hour. Yields the product ClC(=C(Cl)Cl)NC(=O)N1SC(=NC1=O)OCC (2-(N-trichlorovinylcarbamoyl)-5-ethoxy-1,2,4-thiadiazole-3-one). Isolated yield 46.1%. RXN SMILES: [Cl:1][C:2]([N:6]=[C:7]=[O:8])=[C:3]([Cl:5])[Cl:4].[OH:9][C:10]1[N:14]=[C:13]([O:15][CH2:16][CH3:17])[S:12][N:11]=1>C1C=CC=CC=1>[Cl:1][C:2]([NH:6][C:7]([N:11]1[C:10](=[O:9])[N:14]=[C:13]([O:15][CH2:16][CH3:17])[S:12]1)=[O:8])=[C:3]([Cl:5])[Cl:4]. Procedure details: 51.7 g of trichlorovinyl isocyanate were added dropwise to a solution of 21.9 g of 3-hydroxy-5-ethoxy-1,2,4-thiadiazole in 300 ml of benzene and after stirring the mixture for 16 hours at 20° C, the mixture was filtered. The filtrate was evaporated to dryness and the product was eluted with 7-3 benzene-ethyl acetate mixture and crystallized from isopropyl ether to obtain 22 g of 2-(N-trichlorovinylcarbamoyl)-5-ethoxy-1,2,4-thiadiazole-3-one melting at 123° C. Starting materials: Cc1c[nH]c(=O)c2ccc(OC3CCCN(C(=O)OC(C)(C)C)C3)cc12, ClCCl, O=C(O)C(F)(F)F. The product is Cc1c[nH]c(=O)c2ccc(OC3CCCNC3)cc12. RXN SMILES: [C:1]([O:2][C:3](=[O:4])[N:8]1[CH2:9][CH:10]([O:14][c:15]2[cH:16][c:17]3[c:18]([CH3:26])[cH:19][nH:20][c:21](=[O:25])[c:22]3[cH:23][cH:24]2)[CH2:11][CH2:12][CH2:13]1)([CH3:5])([CH3:6])[CH3:7].[Cl:34][CH2:35][Cl:36].[F:27][C:28]([F:29])([F:30])[C:31]([OH:32])=[O:33]>>[NH:8]1[CH2:9][CH:10]([O:14][c:15]2[cH:16][c:17]3[c:18]([CH3:26])[cH:19][nH:20][c:21](=[O:25])[c:22]3[cH:23][cH:24]2)[CH2:11][CH2:12][CH2:13]1. The reactants are ( 2 ), BrC=1C=CC(=C(C1)CC1=CC2=C(S1)C=CC(=C2)O)C (5-bromo-1-(5-hydroxybenzo[b]thiophen-2-ylmethyl)-2-methylbenzene), BrCCF (1-bromo-2-fluoroethane). The product is BrC=1C=CC(=C(C1)CC1=CC2=C(S1)C=CC(=C2)OCCF)C (5-bromo-1-(5-(2-fluoroethyloxy)benzo[b]thiophene-2-ylmethyl)-2-methylbenzene). Reaction SMILES: [Br:1][C:2]1[CH:3]=[CH:4][C:5]([CH3:19])=[C:6]([CH2:8][C:9]2[S:13][C:12]3[CH:14]=[CH:15][C:16]([OH:18])=[CH:17][C:11]=3[CH:10]=2)[CH:7]=1.Br[CH2:21][CH2:22][F:23]>>[Br:1][C:2]1[CH:3]=[CH:4][C:5]([CH3:19])=[C:6]([CH2:8][C:9]2[S:13][C:12]3[CH:14]=[CH:15][C:16]([O:18][CH2:21][CH2:22][F:23])=[CH:17][C:11]=3[CH:10]=2)[CH:7]=1. Reported procedure: 5-Bromo-1-(5-methoxybenzo[b]thiophene-2-yl methyl)-2-methylbenzene obtained in Reference Example 158 was treated in a manner similar to Reference Example 132-(1) to give 5-bromo-1-(5-hydroxybenzo[b]thiophen-2-ylmethyl)-2-methylbenzene as colorless powder. ESI-Mass m/Z 331/333 (M−H). (2) The above 5-bromo-1-(5-hydroxybenzo[b]thiophen-2-ylmethyl)-2-methylbenzene and 1-bromo-2-fluoroethane were treated in a manner similar to Reference Example 132-(2) to give the desired 5-bromo-1-(5-(2-fluoroethylo... Starting materials: [Cl-].[NH4+] (ammonium chloride), C(C)(=O)C1=CC=2C(CCC(C2C=C1)(C)C)(C)C (2-acetyl-5,6,7,8-tetrahydro-5,5,8,8-tetramethylnaphthalene), C(C)OP(=O)(OCC)CC(=O)OC (methyl diethylphosphonoacetate), C[O-].[Na+] (sodium methoxide). Run in C(C)OCC (diethyl ether), C1(=CC=CC=C1)C (toluene). Run at time 14 hour. Product: CC1(C=2C=CC(=CC2C(CC1)(C)C)/C(=C/C(=O)OCC)/C)C (Ethyl (2E)-3-(5,6,7,8-tetrahydro-5,5,8,8tetramethyl-2-naphthalenyl)-2-butenoate). The yield is 108.2%. As a reaction SMILES: [C:1]([C:4]1[CH:13]=[CH:12][C:11]2[C:10]([CH3:15])([CH3:14])[CH2:9][CH2:8][C:7]([CH3:17])([CH3:16])[C:6]=2[CH:5]=1)(=O)[CH3:2].C(OP([CH2:26][C:27]([O:29][CH3:30])=[O:28])(OCC)=O)C.[CH3:31][O-].[Na+].[Cl-].[NH4+]>C1(C)C=CC=CC=1.C(OCC)C>[CH3:14][C:10]1([CH3:15])[CH2:9][CH2:8][C:7]([CH3:17])([CH3:16])[C:6]2[CH:5]=[C:4](/[C:1](/[CH3:2])=[CH:26]/[C:27]([O:29][CH2:30][CH3:31])=[O:28])[CH:13]=[CH:12][C:11]1=2 |f:2.3,4.5|. Reported procedure: A solution of 2-acetyl-5,6,7,8-tetrahydro-5,5,8,8-tetramethylnaphthalene (33, 4.60 g, 20.0 mmol) and methyl diethylphosphonoacetate (7.33 g, 34.9 mmol) in anhydrous toluene (80 mL) was treated dropwise via syringe with sodium methoxide (25 wt % in methanol, 5.5 mL, 24.0 mmol) at room temperature under argon. The reaction mixture was stirred for 14 h and then poured into a separatory funnel containing diethyl ether and saturated ammonium chloride solution. The layers were agitated and separated, ... Reactants: ClC(c1ccccc1)(c1ccccc1)c1ccccc1, CCCCCCCCCCCCCCCCOCC(O)CO, CCOCC, c1ccncc1. Product: CCCCCCCCCCCCCCCCOCC(O)COC(c1ccccc1)(c1ccccc1)c1ccccc1. RXN SMILES: [C:23]([c:24]1[cH:25][cH:26][cH:27][cH:28][cH:29]1)([c:30]1[cH:31][cH:32][cH:33][cH:34][cH:35]1)([c:36]1[cH:37][cH:38][cH:39][cH:40][cH:41]1)[Cl:42].[CH2:1]([CH2:2][CH2:3][CH2:4][CH2:5][CH2:6][CH2:7][CH2:8][CH2:9][CH2:10][CH2:11][CH2:12][CH2:13][CH2:14][CH2:15][CH3:16])[O:17][CH2:18][CH:19]([OH:20])[CH2:21][OH:22].[CH2:43]([O:44][CH2:45][CH3:46])[CH3:47].[cH:48]1[cH:49][cH:50][n:51][cH:52][cH:53]1>>[CH2:1]([CH2:2][CH2:3][CH2:4][CH2:5][CH2:6][CH2:7][CH2:8][CH2:9][CH2:10][CH2:11][CH2:12][CH2:13][CH2:14][CH2:15][CH3:16])[O:17][CH2:18][CH:19]([OH:20])[CH2:21][O:22][C:23]([c:24]1[cH:25][cH:26][cH:27][cH:28][cH:29]1)([c:30]1[cH:31][cH:32][cH:33][cH:34][cH:35]1)[c:36]1[cH:37][cH:38][cH:39][cH:40][cH:41]1.